This data is from the Open Reaction Database (ORD), a public repository of structured organic reaction records. The task is: describe an organic reaction: reactants, conditions, products, and yield Reactants: [BH4-], CO, CC=NC(CCC)(CCC)CCC, [Na+], [Na+], [OH-]. Product: CCCC(CCC)(CCC)NCC. As a reaction SMILES: [BH4-:14].[CH3:18][OH:19].[CH:1]([CH3:2])=[N:3][C:4]([CH2:5][CH2:6][CH3:7])([CH2:8][CH2:9][CH3:10])[CH2:11][CH2:12][CH3:13].[Na+:15].[Na+:17].[OH-:16]>>[CH2:1]([CH3:2])[NH:3][C:4]([CH2:5][CH2:6][CH3:7])([CH2:8][CH2:9][CH3:10])[CH2:11][CH2:12][CH3:13]. Reactants: 3.7, C=O (formaldehyde), [BH3-]C#N.[Na+] (NaCNBH3), C(=O)(OCC1=CC=CC=C1)N[C@@H](CCCCN)C(=O)OC(C)(C)C (Nα-CBZ-O-t-butyl L-lysine). The reagents and catalysts are [Cl-].[Cl-].[Zn+2] (ZnCl2). Run in CO (methanol), CO (methanol). Run at time 1 hour. The product is CN(NCCCC[C@H](NC(=O)OCC1=CC=CC=C1)C(=O)OC(C)(C)C)C (Nε-dimethylamino-Nα-CBZ-O-t-butyl L-lysine). RXN SMILES: [BH3-][C:2]#[N:3].[Na+].[C:5]([NH:15][C@H:16]([C:22]([O:24][C:25]([CH3:28])([CH3:27])[CH3:26])=[O:23])[CH2:17][CH2:18][CH2:19][CH2:20][NH2:21])([O:7][CH2:8][C:9]1[CH:14]=[CH:13][CH:12]=[CH:11][CH:10]=1)=[O:6].[CH2:29]=O>CO.[Cl-].[Cl-].[Zn+2]>[CH3:29][N:3]([CH3:2])[NH:21][CH2:20][CH2:19][CH2:18][CH2:17][C@@H:16]([C:22]([O:24][C:25]([CH3:28])([CH3:27])[CH3:26])=[O:23])[NH:15][C:5]([O:7][CH2:8][C:9]1[CH:14]=[CH:13][CH:12]=[CH:11][CH:10]=1)=[O:6] |f:0.1,5.6.7|. Procedure: A mixture consisting of 3.7 (27.2 mmol) of ZnCl2, 3.2 g (53 mmol) of NaCNBH3 and 60 mL of methanol was prepared to which was added a solution of 18 g (51.7 mmol) of the amine 1 in 180 mL of methanol. After cooling to 10°-15° C. 12.4 mL of 37% formaldehyde (165 mmol) was added dropwise over a 2-3 minute period. The reaction was stirred for 1 hour and monitored by silica gel TLC with elution using a 60:10:1(v/v/v/) mixture of chloroform/methanol/concentrated ammonia (solvent A). One hundred millil... The reactants are ClC1=CC(=CC=2B(OC(C21)CC(=O)OCC)O)O (ethyl 2-(4-chloro-1,6-dihydroxy-1,3-dihydrobenzo[c][1,2]oxaborol-3-yl)acetate), [H-].[Na+] (NaH), CN(C(=O)Cl)C (N,N-dimethylcarbamic chloride). Run in CN(C)C=O (DMF). Reaction conditions: time 20 minute. Product: ClC1=CC(=CC=2B(OC(C21)CC(=O)OCC)O)OC(N(C)C)=O (Ethyl 2-(4-chloro-6-(dimethylcarbamoyloxy)-1-hydroxy-1,3-dihydrobenzo[c][1,2]oxaborol-3-yl)acetate). RXN SMILES: [Cl:1][C:2]1[C:10]2[CH:9]([CH2:11][C:12]([O:14][CH2:15][CH3:16])=[O:13])[O:8][B:7]([OH:17])[C:6]=2[CH:5]=[C:4]([OH:18])[CH:3]=1.[H-].[Na+].[CH3:21][N:22]([CH3:26])[C:23](Cl)=[O:24]>CN(C=O)C>[Cl:1][C:2]1[C:10]2[CH:9]([CH2:11][C:12]([O:14][CH2:15][CH3:16])=[O:13])[O:8][B:7]([OH:17])[C:6]=2[CH:5]=[C:4]([O:18][C:23](=[O:24])[N:22]([CH3:26])[CH3:21])[CH:3]=1 |f:1.2|. Procedure: To a solution of ethyl 2-(4-chloro-1,6-dihydroxy-1,3-dihydrobenzo[c][1,2]oxaborol-3-yl)acetate (60 mg, 0.22 mmol) in DMF (3 mL) was slowly added NaH (27 mg, 0.66 mmol) at 0° C. The mixture was stirred for 20 min and N,N-dimethylcarbamic chloride (29 mg, 0.27 mmol) was added at 0° C. The reaction mixture was stirred overnight at room temperature and quenched with ice water. The resulting mixture was extracted with EtOAc (2×15 mL) and the combined extracts were dried over anhydrous Na2SO4 and conc... Starting materials: Cl.NC=1C=C(C=CC1)C1=CC=CC=2C=C(SC21)C(=O)N[C@H]2CN1CCC2CC1 (7-(3-aminophenyl)-N-[(3R)-1-azabicyclo[2.2.2]oct-3-yl]-1-benzothiophene-2-carboxamide hydrochloride), O1N=CC=C1C(=O)Cl (isoxazole-5-carbonyl chloride). Reaction SMILES: Cl.[NH2:2][C:3]1[CH:4]=[C:5]([C:9]2[C:17]3[S:16][C:15]([C:18]([NH:20][C@@H:21]4[CH:26]5[CH2:27][CH2:28][N:23]([CH2:24][CH2:25]5)[CH2:22]4)=[O:19])=[CH:14][C:13]=3[CH:12]=[CH:11][CH:10]=2)[CH:6]=[CH:7][CH:8]=1.[O:29]1[C:33]([C:34]([Cl:36])=[O:35])=[CH:32][CH:31]=[N:30]1>>[ClH:36].[N:23]12[CH2:24][CH2:25][CH:26]([CH2:27][CH2:28]1)[C@@H:21]([NH:20][C:18]([C:15]1[S:16][C:17]3[C:9]([C:5]4[CH:4]=[C:3]([NH:2][C:34]([C:33]5[O:29][N:30]=[CH:31][CH:32]=5)=[O:35])[CH:8]=[CH:7][CH:6]=4)=[CH:10][CH:11]=[CH:12][C:13]=3[CH:14]=1)=[O:19])[CH2:22]2 |f:0.1,3.4|. Procedure: 50 mg (0.12 mmol) of 7-(3-aminophenyl)-N-[(3R)-1-azabicyclo[2.2.2]oct-3-yl]-1-benzothiophene-2-carboxamide hydrochloride (Example 21) and 31.8 mg (0.24 mmol) of isoxazole-5-carbonyl chloride are reacted together by general method F. 44.4 mg (72.6% of theory) of the title compound are obtained. Product: Cl.N12C[C@@H](C(CC1)CC2)NC(=O)C=2SC1=C(C2)C=CC=C1C=1C=C(C=CC1)NC(=O)C1=CC=NO1 (N-[3-(2-{[(3R)-1-Azabicyclo[2.2.2]oct-3-ylamino]carbonyl}-1-benzothien-7-yl)-phenyl]-5-isoxazolecarboxamide hydrochloride). The reactants are Cc1ccn2cc(CSC(=N)N)nc2c1, Cl, [Na+], [OH-], O. The product is Cc1ccn2cc(CS)nc2c1. Reaction SMILES: [CH3:2][c:3]1[cH:4][c:5]2[n:6]([cH:7][cH:8]1)[cH:9][c:10]([CH2:12][S:13][C:14](=[NH:15])[NH2:16])[n:11]2.[ClH:1].[Na+:18].[OH-:17].[OH2:19]>>[CH3:2][c:3]1[cH:4][c:5]2[n:6]([cH:7][cH:8]1)[cH:9][c:10]([CH2:12][SH:13])[n:11]2. Starting materials: O=C1CCC(=O)N1Br, O=C(OOC(=O)c1ccccc1)c1ccccc1, CCOC(=O)c1ncc2c(c1O)c(Cl)c(Cl)n2CCC(C)C, c1ccccc1. Yields the product CCOC(=O)c1nc(Br)c2c(c1O)c(Cl)c(Cl)n2CCC(C)C. RXN SMILES: [Br:23][N:24]1[C:25](=[O:26])[CH2:27][CH2:28][C:29]1=[O:30].[C:31]([O:32][O:33][C:34](=[O:35])[c:36]1[cH:37][cH:38][cH:39][cH:40][cH:41]1)(=[O:42])[c:43]1[cH:44][cH:45][cH:46][cH:47][cH:48]1.[CH2:1]([CH3:2])[O:3][C:4](=[O:5])[c:6]1[c:7]([OH:22])[c:8]2[c:9]([cH:10][n:11]1)[n:12]([CH2:17][CH2:18][CH:19]([CH3:20])[CH3:21])[c:13]([Cl:16])[c:14]2[Cl:15].[cH:49]1[cH:50][cH:51][cH:52][cH:53][cH:54]1>>[CH2:1]([CH3:2])[O:3][C:4](=[O:5])[c:6]1[c:7]([OH:22])[c:8]2[c:9]([c:10]([Br:23])[n:11]1)[n:12]([CH2:17][CH2:18][CH:19]([CH3:20])[CH3:21])[c:13]([Cl:16])[c:14]2[Cl:15]. The reactants are CC1=C(COC=2C(=C(C=CC2)CO)C)C(=CC=C1)C ((3-(2,6-dimethylbenzyloxy)-2-methylphenyl)methanol), C(Br)(Br)(Br)Br (CBr4), C1(=CC=CC=C1)P(C1=CC=CC=C1)C1=CC=CC=C1 (triphenylphosphine). Run in C(Cl)Cl (CH2Cl2). Reaction conditions: time 4 hour. The product is BrCC1=C(C(=CC=C1)OCC1=C(C=CC=C1C)C)C (1-(bromomethyl)-3-(2,6-dimethylbenzyloxy)-2-methylbenzene). RXN SMILES: [CH3:1][C:2]1[CH:18]=[CH:17][CH:16]=[C:15]([CH3:19])[C:3]=1[CH2:4][O:5][C:6]1[C:7]([CH3:14])=[C:8]([CH2:12]O)[CH:9]=[CH:10][CH:11]=1.C(Br)(Br)(Br)[Br:21].C1(P(C2C=CC=CC=2)C2C=CC=CC=2)C=CC=CC=1>C(Cl)Cl>[Br:21][CH2:12][C:8]1[CH:9]=[CH:10][CH:11]=[C:6]([O:5][CH2:4][C:3]2[C:2]([CH3:1])=[CH:18][CH:17]=[CH:16][C:15]=2[CH3:19])[C:7]=1[CH3:14]. Procedure details: To a solution of (3-(2,6-dimethylbenzyloxy)-2-methylphenyl)methanol (Step C, 3.68 g, 14.37 mmol) and CBr4 (5.25 g, 15.8 mmol) in dry CH2Cl2 (20 ml) was added portion wise triphenylphosphine (4.14 g, 15.8 mmol) at 0° C. The reaction mixture was stirred for 4 hours, filtered, concentrated and purified by flash chromatography on a silica gel column (hex: ethyl acetate 4:1) to give the title compound. The solid was further kept under vacuum for 6 hours to dry. Reactants: [BH3-]C#N, CCCCc1oc2ccccc2c1C=O, CO, Cl, Nc1ccc(O)cc1, [Na+]. Product: CCCCc1oc2ccccc2c1CNc1ccc(O)cc1. As a reaction SMILES: [C:25]([BH3-:26])#[N:27].[CH2:1]([CH2:2][CH2:3][CH3:4])[c:5]1[o:6][c:7]2[c:8]([c:9]1[CH:10]=[O:11])[cH:12][cH:13][cH:14][cH:15]2.[CH3:29][OH:30].[ClH:16].[NH2:17][c:18]1[cH:19][cH:20][c:21]([OH:24])[cH:22][cH:23]1.[Na+:28]>>[CH2:1]([CH2:2][CH2:3][CH3:4])[c:5]1[o:6][c:7]2[c:8]([c:9]1[CH2:10][NH:17][c:18]1[cH:19][cH:20][c:21]([OH:24])[cH:22][cH:23]1)[cH:12][cH:13][cH:14][cH:15]2. Starting materials: Cl.CC1(OCC2=C(O1)C(=CC=C2)C(O)C=2N=CNC2)C (alpha-(2,2-dimethyl-4H-1,3-benzodioxin-8-yl)-1H-imidazole-4-methanol hydrochloride), anhydrous liquid, N (ammonia), solution, [Na] (sodium), [Na] (sodium), [Cl-].[NH4+] (ammonium chloride). The solvent is O1CCCC1 (tetrahydrofuran), C1(=CC=CC=C1)C (toluene), CO (methanol). Reaction conditions: time 30 minute. The product is CC1(OCC2=C(O1)C(=CC=C2)CC=2N=CNC2)C (4-[(2,2-Dimethyl-4H-1,3-benzodioxin-8-yl)methyl]-1H-imidazole). The yield is 74.6%. Reaction SMILES: Cl.[CH3:2][C:3]1([CH3:20])[O:8][C:7]2[C:9]([CH:13]([C:15]3[N:16]=[CH:17][NH:18][CH:19]=3)O)=[CH:10][CH:11]=[CH:12][C:6]=2[CH2:5][O:4]1.N.[Na].[Cl-].[NH4+]>C1(C)C=CC=CC=1.CO.O1CCCC1>[CH3:2][C:3]1([CH3:20])[O:8][C:7]2[C:9]([CH2:13][C:15]3[N:16]=[CH:17][NH:18][CH:19]=3)=[CH:10][CH:11]=[CH:12][C:6]=2[CH2:5][O:4]1 |f:0.1,4.5,^1:21|. Procedure details: 94.13 g (0.317 mole) of alpha-(2,2-dimethyl-4H-1,3-benzodioxin-8-yl)-1H-imidazole-4-methanol hydrochloride (prepared in Example 3.1. or 3.5.) are introduced into 1 liter of anhydrous liquid ammonia. The solubilization of the reagent is completed by the addition of 1 liter of tetrahydrofuran. 14.6 g (0.634 mole) of sodium are then added piece by piece. 5 minutes after the sodium has disappeared, 34 g of ammonium chloride are added and the reaction mixture is stirred for 30 minutes. There is then ... Reported procedure: A solution of 16 g (150 mmol) of n-butyl nitrite (97% pure) and 7.7 g (50 mmol) of 3-nitro-o-xylene (97% pure) in 50 ml of dimethylformamide is cooled to from −5 to −10° C., and a solution of 11 g (100 mmol) of potassium tert-butoxide in 50 ml of dimethylformamide is added dropwise at this temperature, over a period of 1.5 hours. The reaction mixture is stirred at room temperature for another 6 days. For work-up, the mixture is poured into ice-water, the pH is adjusted to 1 using hydrochloric ac... Run in CN(C=O)C (dimethylformamide), CN(C=O)C (dimethylformamide). Yields the product CC1=C(C#N)C(=CC=C1)[N+](=O)[O-] (2-methyl-6-nitrobenzonitrile). As a reaction SMILES: [N:1](OCCCC)=O.[N+:8]([C:11]1[CH:16]=[CH:15][CH:14]=[C:13]([CH3:17])[C:12]=1[CH3:18])([O-:10])=[O:9].CC(C)([O-])C.[K+].Cl>CN(C)C=O>[CH3:17][C:13]1[CH:14]=[CH:15][CH:16]=[C:11]([N+:8]([O-:10])=[O:9])[C:12]=1[C:18]#[N:1] |f:2.3|. Run at time 6 day. Starting materials: CC(C)([O-])C.[K+] (potassium tert-butoxide), ice water, Cl (hydrochloric acid), N(=O)OCCCC (n-butyl nitrite), [N+](=O)([O-])C1=C(C(=CC=C1)C)C (3-nitro-o-xylene).